Dataset: the Open Reaction Database (ORD), a public repository of structured organic reaction records. Task: describe an organic reaction: reactants, conditions, products, and yield Reactants: C(C)(C)(C)OC([C@H](C)NC1=C(C=CC=C1)N)=O ((S)-2-(2-Amino-phenylamino)-propionic acid tert-butyl ester), C1=CN(C=N1)C(=O)N2C=CN=C2 (CDI). Solvent: C(C)(=O)OCC (ethyl acetate), C1CCOC1 (THF). Run at time 1 hour. Yields the product C(C)(C)(C)OC([C@H](C)N1C(NC2=C1C=CC=C2)=O)=O ((S)-2-(2-Oxo-2,3-dihydro-benzimidazol-1-yl)-propionic acid tert-butyl ester). Isolated yield 96.8%. Reaction SMILES: [C:1]([O:5][C:6](=[O:17])[C@@H:7]([NH:9][C:10]1[CH:15]=[CH:14][CH:13]=[CH:12][C:11]=1[NH2:16])[CH3:8])([CH3:4])([CH3:3])[CH3:2].C1N=CN([C:23](N2C=NC=C2)=[O:24])C=1>C1COCC1.C(OCC)(=O)C>[C:1]([O:5][C:6](=[O:17])[C@@H:7]([N:9]1[C:10]2[CH:15]=[CH:14][CH:13]=[CH:12][C:11]=2[NH:16][C:23]1=[O:24])[CH3:8])([CH3:2])([CH3:3])[CH3:4]. Reported procedure: To a solution of (S)-2-(2-Amino-phenylamino)-propionic acid tert-butyl ester (1.5 g, 6.3 mmol) in THF (10 mL) was added CDI (1.03 g, 6.3 mmol). The reaction mixture was stirred at room temperature for 1 h. When the reaction was completed, the reaction mixture was diluted with ethyl acetate and washed with water. The organic phase was dried over Na2SO4 and concentrated to afford 1.6 g of the desired product as an oily residue. The LCMS indicated only 40% purity; however, this product was used for... The reactants are C(C)(=O)OCC (ethyl acetate), FC1=C(C=CC(=C1)F)[N+](=O)[O-] (2,4-difluoronitrobenzene), NCC(CO)O (3-amino-1,2-propanediol). Solvent: CS(=O)C (DMSO), CS(=O)C (DMSO). Conditions: temperature 23 celsius, time 30 minute. Yields the product OC(CNC1=C(C=CC(=C1)F)[N+](=O)[O-])CO (2-(β,γ-dihydroxypropyl)amino-4-fluoronitrobenzene). Yield: 78.2%. As a reaction SMILES: F[C:2]1[CH:7]=[C:6]([F:8])[CH:5]=[CH:4][C:3]=1[N+:9]([O-:11])=[O:10].[NH2:12][CH2:13][CH:14]([OH:17])[CH2:15][OH:16].C(OCC)(=O)C>CS(C)=O>[OH:17][CH:14]([CH2:15][OH:16])[CH2:13][NH:12][C:2]1[CH:7]=[C:6]([F:8])[CH:5]=[CH:4][C:3]=1[N+:9]([O-:11])=[O:10]. Procedure: To a stirred solution of 2,4-difluoronitrobenzene (3.18 g., 20 mmole) in DMSO (10 ml) was added portion-wise a solution of 3-amino-1,2-propanediol (3.64 g., 40 mmole) in DMSO (5 ml) in an ice bath. The mixture was stirred at 23° C. for 30 min. and poured into crushed ice. After addition of ethyl acetate, the organic layer was separated, washed with water, dried over sodium sulfate and evaporated under reduced pressure to give the compound (18) (3.6 g., 78%) as a yellow solid. Reactants: C(CC)[C@@H]1CC[C@H](CC1)[C@@H]1CC[C@H](CC1)C1=CC(=CC(=C1)F)F (1-[trans-4-(trans-4-propylcyclohexyl)cyclohexyl]-3,5-difluorobenzene), C(CCC)[Li].CCCCCC (n-butyllithium hexane), Cl (hydrochloric acid), C1(=CC=CC=C1)[C@H](C(=O)Cl)C ((R)-2-phenylpropionyl chloride). The reagents and catalysts are [Cl-].[Zn+2].[Cl-] (zinc chloride), C=1C=CC(=CC1)[P](C=2C=CC=CC2)(C=3C=CC=CC3)[Pd]([P](C=4C=CC=CC4)(C=5C=CC=CC5)C=6C=CC=CC6)([P](C=7C=CC=CC7)(C=8C=CC=CC8)C=9C=CC=CC9)[P](C=1C=CC=CC1)(C=1C=CC=CC1)C=1C=CC=CC1 (tetrakis(triphenylphosphine)palladium). Run in O1CCCC1 (tetrahydrofuran), O1CCCC1 (tetrahydrofuran), O1CCCC1 (tetrahydrofuran). Conditions: time 2 hour. Product: FC1=C(C(=CC(=C1)[C@@H]1CC[C@H](CC1)[C@@H]1CC[C@H](CC1)CCC)F)C([C@H](C)C1=CC=CC=C1)=O ((R)-1-[2,6-difluoro-4-[trans-4-(trans-4-propylcyclohexyl)cyclohexyl]phenyl]-2-phenyl-1-propanone). Yield: 29.2%. As a reaction SMILES: [CH2:1]([C@H:4]1[CH2:9][CH2:8][C@H:7]([C@H:10]2[CH2:15][CH2:14][C@H:13]([C:16]3[CH:21]=[C:20]([F:22])[CH:19]=[C:18]([F:23])[CH:17]=3)[CH2:12][CH2:11]2)[CH2:6][CH2:5]1)[CH2:2][CH3:3].C([Li])CCC.CCCCCC.[C:35]1([C@@H:41]([CH3:45])[C:42](Cl)=[O:43])[CH:40]=[CH:39][CH:38]=[CH:37][CH:36]=1.Cl>[Cl-].[Zn+2].[Cl-].C1C=CC([P]([Pd]([P](C2C=CC=CC=2)(C2C=CC=CC=2)C2C=CC=CC=2)([P](C2C=CC=CC=2)(C2C=CC=CC=2)C2C=CC=CC=2)[P](C2C=CC=CC=2)(C2C=CC=CC=2)C2C=CC=CC=2)(C2C=CC=CC=2)C2C=CC=CC=2)=CC=1.O1CCCC1>[F:23][C:18]1[CH:17]=[C:16]([C@H:13]2[CH2:14][CH2:15][C@H:10]([C@H:7]3[CH2:6][CH2:5][C@H:4]([CH2:1][CH2:2][CH3:3])[CH2:9][CH2:8]3)[CH2:11][CH2:12]2)[CH:21]=[C:20]([F:22])[C:19]=1[C:42](=[O:43])[C@@H:41]([C:35]1[CH:40]=[CH:39][CH:38]=[CH:37][CH:36]=1)[CH3:45] |f:1.2,5.6.7,^1:53,55,74,93|. Procedure details: To a tetrahydrofuran 50 ml solution of 10 g (0.031 mol) of 1-[trans-4-(trans-4-propylcyclohexyl)cyclohexyl]-3,5-difluorobenzene, a n-butyllithium/hexane solution (1.6M, 0.041 mol) was dropwise added over a period of 1 hour at −60° C., followed by stirring for 2 hours at the same temperature. Then, a tetrahydrofuran 30 ml solution of 5.5 g (0.041 mol) of zinc chloride was dropwise added thereto over a period of 2 hours at −60° C., followed by stirring for 1 hour at room temperature. After 0.72 g ...